describe an organic reaction: reactants, conditions, products, and yield From a dataset of the Open Reaction Database (ORD), a public repository of structured organic reaction records. The reactants are CCO, CC(C)(C)c1cc(N)c(C#N)[se]1, [Na+], [OH-]. Product: CC(C)(C)c1cc(N)c(C(N)=O)[se]1. As a reaction SMILES: [CH3:13][CH2:14][OH:15].[NH2:1][c:2]1[c:3]([C:11]#[N:12])[se:4][c:5]([C:7]([CH3:8])([CH3:9])[CH3:10])[cH:6]1.[Na+:17].[OH-:16]>>[NH2:1][c:2]1[c:3]([C:11]([NH2:12])=[O:15])[se:4][c:5]([C:7]([CH3:8])([CH3:9])[CH3:10])[cH:6]1. Starting materials: CN1CCNCC1 (N-methylpiperazine), ClC1=C2C(=NC(=N1)Cl)N(N=C2)C (4,6-dichloro-1-methyl-1H-pyrazolo[3,4-d]pyrimidine). Product: ClC1=NC(=C2C(=N1)N(N=C2)C)N2CCN(CC2)C (6-chloro-1-methyl-4-(4-methyl-piperazin-1-yl)-1H-pyrazolo[3,4-d]pyrimidine). RXN SMILES: [CH3:1][N:2]1[CH2:7][CH2:6][NH:5][CH2:4][CH2:3]1.Cl[C:9]1[N:14]=[C:13]([Cl:15])[N:12]=[C:11]2[N:16]([CH3:19])[N:17]=[CH:18][C:10]=12>>[Cl:15][C:13]1[N:12]=[C:11]2[N:16]([CH3:19])[N:17]=[CH:18][C:10]2=[C:9]([N:5]2[CH2:6][CH2:7][N:2]([CH3:1])[CH2:3][CH2:4]2)[N:14]=1. Procedure: Reaction of N-methylpiperazine with 4,6-dichloro-1-methyl-1H-pyrazolo[3,4-d]pyrimidine 5 by General Procedure B gave 6-chloro-1-methyl-4-(4-methyl-piperazin-1-yl)-1H-pyrazolo[3,4-d]pyrimidine. Starting materials: ClC1=C2C=CN(C2=CC=C1)[C@H]1[C@H](OC(C)=O)[C@@H](OC(C)=O)[C@H](OC(C)=O)[C@H](O1)COC(C)=O (4-Chloro-1-(2,3,4,6-tetra-O-acetyl-β-D-glucopyranosyl)indole), FCCOC1=CC=C(C(=O)Cl)C=C1 (4-(2-fluoroethyloxy)benzoyl chloride). Yields the product ClC1=C2C(=CN(C2=CC=C1)[C@H]1[C@H](O)[C@@H](O)[C@H](O)[C@H](O1)CO)CC1=CC=C(C=C1)OCCF (4-Chloro-3-(4-(2-Fluoroethyloxy)phenylmethyl)-1-(β-D-glucopyranosyl)indole). Reaction SMILES: [Cl:1][C:2]1[CH:10]=[CH:9][CH:8]=[C:7]2[C:3]=1[CH:4]=[CH:5][N:6]2[C@@H:11]1[O:28][C@H:27]([CH2:29][O:30]C(=O)C)[C@@H:22]([O:23]C(=O)C)[C@H:17]([O:18]C(=O)C)[C@H:12]1[O:13]C(=O)C.[F:34][CH2:35][CH2:36][O:37][C:38]1[CH:46]=[CH:45][C:41]([C:42](Cl)=O)=[CH:40][CH:39]=1>>[Cl:1][C:2]1[CH:10]=[CH:9][CH:8]=[C:7]2[C:3]=1[C:4]([CH2:42][C:41]1[CH:40]=[CH:39][C:38]([O:37][CH2:36][CH2:35][F:34])=[CH:46][CH:45]=1)=[CH:5][N:6]2[C@@H:11]1[O:28][C@H:27]([CH2:29][OH:30])[C@@H:22]([OH:23])[C@H:17]([OH:18])[C@H:12]1[OH:13]. Procedure: 4-Chloro-1-(2,3,4,6-tetra-O-acetyl-β-D-glucopyranosyl)indole obtained in Example 1-(3) and 4-(2-fluoroethyloxy)benzoyl chloride were treated in a manner similar to Example 3 to give the titled compound as a colorless powder. APCI-Mass m/Z 466/468 (M+H). 1H-NMR (DMSO-d6) δ 3.24 (td, J=8.8, 5.7 Hz, 1H), 3.38-3.47 (m, 3H), 3.62-3.69 (m, 2H), 4.14-4.16 (m, 1H), 4.20 (s, 2H), 4.20-4.22 (m, 1H), 4.53 (t, J=5.5 Hz, 1H), 4.66-4.67 (m, 1H), 4.76-4.77 (m, 1H), 5.09 (d, J=5.31 Hz, 1H), 5.15 (d, J=5.0 Hz, 1... Starting materials: Cl.NO (hydroxylamine hydrochloride), C(=O)C=1C(=NC=C(N1)C(Cl)Cl)N1C(C=2C(C1=O)=CC=CC2)=O (3-formyl-5-dichloromethyl-2-phthalimidopyrazine), O (water). The solvent is CS(=O)C (dimethyl sulfoxide). Run at temperature 70 celsius, time 15 minute. The product is N(O)=C1C(N=CC(=N1)C(Cl)Cl)N1C(C=2C(C1=O)=CC=CC2)=O (3-oximino-5-dichloromethyl-2-phthalimidopyrazine). The yield is 67.4%. As a reaction SMILES: C([C:3]1[C:4]([N:12]2[C:16](=[O:17])[C:15]3=[CH:18][CH:19]=[CH:20][CH:21]=[C:14]3[C:13]2=[O:22])=[N:5][CH:6]=[C:7]([CH:9]([Cl:11])[Cl:10])[N:8]=1)=O.Cl.[NH2:24][OH:25].O>CS(C)=O>[N:24](=[C:3]1[N:8]=[C:7]([CH:9]([Cl:11])[Cl:10])[CH:6]=[N:5][CH:4]1[N:12]1[C:16](=[O:17])[C:15]2=[CH:18][CH:19]=[CH:20][CH:21]=[C:14]2[C:13]1=[O:22])[OH:25] |f:1.2|. Reported procedure: A solution of 10 g of 3-formyl-5-dichloromethyl-2-phthalimidopyrazine in 50 ml of dimethyl sulfoxide was heated at 50° C., 7 g of hydroxylamine hydrochloride were added, and the mixture was stirred for 15 minutes at 70° C. Thereafter, 700 ml of water were added to the reaction solution, the mixture was filtered and the filtrate was washed with a little diethyl ether. 6.8 g of colorless crystals (65%) of 3-oximinodichloromethyl-2-phthalimidopyrazine were obtained. 1H-NMR (270 MHz, DMSO-d6): δ7.7 ... Yield: 84.0%. Run in C(C)OCC (diethyl ether). The reactants are O (water), 12.0, C1(=CC=CC=C1)C(CC1=CC=CC=C1)O (1,2-diphenylethanol), P(Br)(Br)Br (PBr3). Product: BrC(CC1=CC=CC=C1)C1=CC=CC=C1 (1,1′-(1-Bromoethane-1,2-diyl)dibenzene). Procedure: To a solution of 12.0 (60.5 mmol) of 1,2-diphenylethanol in 50 mL of dry diethyl ether, 11.0 g (3.80 mL, 40.0 mmol) of PBr3 was added with vigorous stirring at −10° C. The resulting mixture was stirred for 12 hr at room temperature and then added to 350 mL of cold water. The organic layer was separated, and the aqueous layer was extracted with 2×100 mL of water. The combined organic extracts were washed with aqueous NaHCO3, dried over Na2SO4, and evaporated to dryness. This procedure gave 13.2 g... Reaction SMILES: [C:1]1([CH:7](O)[CH2:8][C:9]2[CH:14]=[CH:13][CH:12]=[CH:11][CH:10]=2)[CH:6]=[CH:5][CH:4]=[CH:3][CH:2]=1.P(Br)(Br)[Br:17].O>C(OCC)C>[Br:17][CH:7]([C:1]1[CH:6]=[CH:5][CH:4]=[CH:3][CH:2]=1)[CH2:8][C:9]1[CH:14]=[CH:13][CH:12]=[CH:11][CH:10]=1. Conditions: temperature -10 celsius. Starting materials: O=C1NCc2ccccc2N1C1CCN(Cc2ccccc2)CC1, CO, CC(Cl)OC(=O)Cl, CC(Cl)Cl, [NH4+], [OH-]. Yields the product O=C1NCc2ccccc2N1C1CCNCC1. RXN SMILES: [CH2:1]([c:2]1[cH:3][cH:4][cH:5][cH:6][cH:7]1)[N:8]1[CH2:9][CH2:10][CH:11]([N:14]2[C:15](=[O:24])[NH:16][CH2:17][c:18]3[cH:19][cH:20][cH:21][cH:22][c:23]32)[CH2:12][CH2:13]1.[CH3:38][OH:39].[Cl:25][C:26]([O:27][CH:28]([Cl:29])[CH3:30])=[O:31].[Cl:34][CH:35]([Cl:36])[CH3:37].[NH4+:33].[OH-:32]>>[NH:8]1[CH2:9][CH2:10][CH:11]([N:14]2[C:15](=[O:24])[NH:16][CH2:17][c:18]3[cH:19][cH:20][cH:21][cH:22][c:23]32)[CH2:12][CH2:13]1.